Dataset: the Open Reaction Database (ORD), a public repository of structured organic reaction records. Task: describe an organic reaction: reactants, conditions, products, and yield Reactants: CC=1NC(=C(C(C1C(=O)O)C1=C(C(=CC=C1)Cl)Cl)C(=O)OC)C (1,4-dihydro-2,6-dimethyl-5-methoxycarbonyl-4-(2,3-dichlorophenyl)pyridine-3-carboxylic acid), N1C(=NC=C1)CC1=CC=C(C=C1)/C=C/CO ((E)-3-[4-(1-imidazolylmethyl)phenyl]-2-propen-1-ol), C1(CCCCC1)N=C=NC1CCCCC1 (dicyclohexyl-carbodiimide), 4-N,N-dimethylamino-pyridine. Run in C1(=CC=CC=C1)C (toluene). Yields the product CC=1NC(=C(C(C1C(=O)OC\C=C\C1=CC=C(C=C1)CC=1NC=CN1)C1=C(C(=CC=C1)Cl)Cl)C(=O)OC)C ((E)-3-[4-(1-imidazolylmethyl)phenyl]-2-propen-1-yl methyl 1,4-dihydro-2,6-dimethyl-4-(2,3-dichlorophenyl)pyridine-3,5-dicarboxylate). RXN SMILES: [CH3:1][C:2]1[NH:3][C:4]([CH3:23])=[C:5]([C:19]([O:21][CH3:22])=[O:20])[CH:6]([C:11]2[CH:16]=[CH:15][CH:14]=[C:13]([Cl:17])[C:12]=2[Cl:18])[C:7]=1[C:8](O)=[O:9].[NH:24]1[CH:28]=[CH:27][N:26]=[C:25]1[CH2:29][C:30]1[CH:35]=[CH:34][C:33](/[CH:36]=[CH:37]/[CH2:38][OH:39])=[CH:32][CH:31]=1.C1(N=C=NC2CCCCC2)CCCCC1>C1(C)C=CC=CC=1>[CH3:1][C:2]1[NH:3][C:4]([CH3:23])=[C:5]([C:19]([O:21][CH3:22])=[O:20])[CH:6]([C:11]2[CH:16]=[CH:15][CH:14]=[C:13]([Cl:17])[C:12]=2[Cl:18])[C:7]=1[C:8]([O:39][CH2:38]/[CH:37]=[CH:36]/[C:33]1[CH:34]=[CH:35][C:30]([CH2:29][C:25]2[NH:24][CH:28]=[CH:27][N:26]=2)=[CH:31][CH:32]=1)=[O:9]. Procedure: 356 mg (1 mM) of 1,4-dihydro-2,6-dimethyl-5-methoxycarbonyl-4-(2,3-dichlorophenyl)pyridine-3-carboxylic acid together with 215 mg (1 mM) of (E)-3-[4-(1-imidazolylmethyl)phenyl]-2-propen-1-ol, 248 mg (1.2 mM) of dicyclohexyl-carbodiimide and 134 mg (1.1 mM) of 4-N,N-dimethylamino-pyridine were dissolved in 5 ml of toluene, while heating, and refluxed for six hours. The solution was cooled to room temperature, and the crystals produced were filtered off. The filtrate was washed with water and drie... Reactants: C[Si](C)(C)C#C (Trimethylsilyl acetylene), COC(C1=CN=C(C(=C1)I)N)=O (6-amino-5-iodo-nicotinic acid methyl ester), C(C)(C)N(CC)C(C)C (diisopropylethylamine). Reagents/catalysts: [Cu]I (copper (I) iodide), C=1C=CC(=CC1)[P](C=2C=CC=CC2)(C=3C=CC=CC3)[Pd]([P](C=4C=CC=CC4)(C=5C=CC=CC5)C=6C=CC=CC6)([P](C=7C=CC=CC7)(C=8C=CC=CC8)C=9C=CC=CC9)[P](C=1C=CC=CC1)(C=1C=CC=CC1)C=1C=CC=CC1 (tetrakis(triphenylphosphine)palladium(0)). The solvent is CN(C=O)C (N,N-dimethyl formamide). Reaction conditions: temperature 25 celsius, time 2 hour. Product: COC(C1=CN=C(C(=C1)C#C[Si](C)(C)C)N)=O (6-amino-5-trimethylsilanylethynyl-nicotinic acid methyl ester). The yield is 72.2%. Reaction SMILES: [CH3:1][Si:2]([C:5]#[CH:6])([CH3:4])[CH3:3].[CH3:7][O:8][C:9](=[O:18])[C:10]1[CH:15]=[C:14](I)[C:13]([NH2:17])=[N:12][CH:11]=1.C(N(C(C)C)CC)(C)C>CN(C)C=O.[Cu]I.C1C=CC([P]([Pd]([P](C2C=CC=CC=2)(C2C=CC=CC=2)C2C=CC=CC=2)([P](C2C=CC=CC=2)(C2C=CC=CC=2)C2C=CC=CC=2)[P](C2C=CC=CC=2)(C2C=CC=CC=2)C2C=CC=CC=2)(C2C=CC=CC=2)C2C=CC=CC=2)=CC=1>[CH3:7][O:8][C:9](=[O:18])[C:10]1[CH:15]=[C:14]([C:6]#[C:5][Si:2]([CH3:4])([CH3:3])[CH3:1])[C:13]([NH2:17])=[N:12][CH:11]=1 |^1:38,40,59,78|. Reported procedure: Trimethylsilyl acetylene (10.5 mL, 79.1 mmol) was added to a solution of 6-amino-5-iodo-nicotinic acid methyl ester (11 g, 39.6 mmol), copper (I) iodide (754 mg, 4.0 mmol), tetrakis(triphenylphosphine)palladium(0) (2.3 g, 2.0 mmol) and diisopropylethylamine (21 mL, 118.7 mmol) in N,N-dimethyl formamide (80 mL) at 0° C. After addition, the reaction mixture was allowed to warm up to 25° C. and stirred for 2 h. The mixture was extracted with ethyl acetate, washed with brine and dried over sodium su... Starting materials: CC=1CC2=CC=CC(=C2C1)C1=CC=CC2=CC=CC=C12 (2-Methyl-4-naphthylindene), C[Si](C)(C)[N-][Si](C)(C)C.[K+] (potassium bis(trimethylsilyl)amide). Run in C1(=CC=CC=C1)C (toluene). Reaction conditions: time 24 hour. Product: CC1=CC2=CC=CC=C2C(=C1)C=1[CH-]C2=CC=CC=C2C1.[K+] (potassium(2-methyl-4-naphthyl)indenide). Isolated yield 228.5%. As a reaction SMILES: [CH3:1][C:2]1[CH2:3][C:4]2[C:9]([CH:10]=1)=[C:8](C1C3C(=CC=CC=3)C=CC=1)[CH:7]=[CH:6][CH:5]=2.C[Si]([N-][Si](C)(C)C)(C)C.[K+:30]>C1(C)C=CC=CC=1>[CH3:10][C:2]1[CH:1]=[C:10]([C:2]2[CH-:3][C:4]3[C:9]([CH:1]=2)=[CH:8][CH:7]=[CH:6][CH:5]=3)[C:9]2[C:4](=[CH:5][CH:6]=[CH:7][CH:8]=2)[CH:3]=1.[K+:30] |f:1.2,4.5|. Procedure: 2-Methyl-4-naphthylindene (1.00 g, 3.27 mmole) was dissolved in 20 ml of toluene, potassium bis(trimethylsilyl)amide (1.05 equivalent, 3.43 mmole, 0.684 g) was added and the reaction mixture was stirred at room temperature for 24 hours, during which a yellow solid precipitated. Hexane was added (20 ml) and the mixture was stirred for 2 h. The solid product was isolated by vacuum filtration through a medium porosity frit. The solid was pumped dry giving 1.10 g, 98 percent of the desired product. Starting materials: O1C(=NC2=C1C=CC=C2)N2[C@@H](CCCC2)C(=O)O ((2S)-1-(1,3-benzoxazol-2-yl)-2-piperidinecarboxylic acid), CC1COCC(N1CCN)C (2-(3,5-dimethylmorpholino)ethylamine). Product: O1C(=NC2=C1C=CC=C2)N2[C@@H](CCCC2)C(=O)NCCN2C(COCC2C)C ((2S)-1-(1,3-benzoxazol-2-yl)-N2 -[2-(3,5-dimethylmorpholino)ethyl]-2-piperidinecarboxamide). Reaction SMILES: [O:1]1[C:5]2[CH:6]=[CH:7][CH:8]=[CH:9][C:4]=2[N:3]=[C:2]1[N:10]1[CH2:15][CH2:14][CH2:13][CH2:12][C@H:11]1[C:16]([OH:18])=O.[CH3:19][CH:20]1[N:25]([CH2:26][CH2:27][NH2:28])[CH:24]([CH3:29])[CH2:23][O:22][CH2:21]1>>[O:1]1[C:5]2[CH:6]=[CH:7][CH:8]=[CH:9][C:4]=2[N:3]=[C:2]1[N:10]1[CH2:15][CH2:14][CH2:13][CH2:12][C@H:11]1[C:16]([NH:28][CH2:27][CH2:26][N:25]1[CH:24]([CH3:29])[CH2:23][O:22][CH2:21][CH:20]1[CH3:19])=[O:18]. Procedure: The title compound was prepared by a similar method to Example 1 from (2S)-1-(1,3-benzoxazol-2-yl)-2-piperidinecarboxylic acid [see Preparation 3] and 2-(3,5-dimethylmorpholino)ethylamine [see Preparation 12]. The crude product was purified by column chromatography on silica gel eluting with a solvent gradient of 100:0 changing to 95:5, by volume dichloromethane:methanol to afford (2S)-1-(1,3-benzoxazol-2-yl)-N2 -[2-(3,5-dimethylmorpholino)ethyl]-2-piperidinecarboxamide as a solid. Reactants: CN(CC(C)C1(C(CCCC1)C1=CC=CC=C1)O)C (1-(2-Dimethylamino-1-methylethyl)-2-phenylcyclohexanol), C1(=CC=C(C=C1)S(=O)(=O)O)C (p-toluenesulfonic acid). Run in CCOCC (ether), CC(=O)C (acetone). Yields the product CN(CC(C)C1(C(CCCC1)C1=CC=CC=C1)O)C.CC=1C=CC(=CC1)S(=O)(=O)O (1-(2-Dimethylamino-1-methylethyl)-2-phenylcyclohexanol p-toluenesulfonate). The yield is 83.7%. RXN SMILES: [CH3:1][N:2]([CH3:19])[CH2:3][CH:4]([C:6]1([OH:18])[CH2:11][CH2:10][CH2:9][CH2:8][CH:7]1[C:12]1[CH:17]=[CH:16][CH:15]=[CH:14][CH:13]=1)[CH3:5].[C:20]1([CH3:30])[CH:25]=[CH:24][C:23]([S:26]([OH:29])(=[O:28])=[O:27])=[CH:22][CH:21]=1>CC(C)=O.CCOCC>[CH3:19][N:2]([CH3:1])[CH2:3][CH:4]([C:6]1([OH:18])[CH2:11][CH2:10][CH2:9][CH2:8][CH:7]1[C:12]1[CH:13]=[CH:14][CH:15]=[CH:16][CH:17]=1)[CH3:5].[CH3:30][C:20]1[CH:25]=[CH:24][C:23]([S:26]([OH:29])(=[O:28])=[O:27])=[CH:22][CH:21]=1 |f:4.5|. Reported procedure: A solution of 3.6 g 1-(2-Dimethylamino-1-methylethyl)-2-phenylcyclohexanol (Example I) in 30 ml acetone is added to a solution of 3.6 g p-toluenesulfonic acid. The solution is seeded and diluted after a few minutes with 75 ml dry ether to give 5 g crude product which is recrystallized from 50 ml acetone to give 4.2 product, m. 140°-2°. Reaction SMILES: S(Cl)([Cl:3])=O.O[C:6]1[C:11]([CH3:12])=[C:10]([N:13]2[CH2:18][CH2:17][O:16][CH2:15][CH2:14]2)[C:9]([F:19])=[CH:8][N:7]=1.CCOCC.[CH:25](Cl)(Cl)[Cl:26]>>[ClH:3].[Cl:26][CH2:25][C:6]1[C:11]([CH3:12])=[C:10]([N:13]2[CH2:18][CH2:17][O:16][CH2:15][CH2:14]2)[C:9]([F:19])=[CH:8][N:7]=1 |f:4.5|. Product: Cl.ClCC1=NC=C(C(=C1C)N1CCOCC1)F (2-chloromethyl-3-methyl-4-morpholino-5-fluoropyridine hydrochloride). Reported procedure: Thionyl chloride (0.73 ml) in chloroform (5 ml, alumina dried) was added dropwise to a stirred and cooled solution of 2-hydroxy-3-methyl-4-morpholino-5-fluoro pyridine (0.75 g) in chloroform (15 ml). After 2 hours at room temperature the solution was reduced in volume and ether added. The precipitate was filtered off, washed and dried to give 2-chloromethyl-3-methyl-4-morpholino-5-fluoropyridine hydrochloride (0.6 g) m.p.148°-156°. Starting materials: OC1=NC=C(C(=C1C)N1CCOCC1)F (2-hydroxy-3-methyl-4-morpholino-5-fluoro pyridine), C(Cl)(Cl)Cl (chloroform), S(=O)(Cl)Cl (Thionyl chloride), C(Cl)(Cl)Cl (chloroform), CCOCC (ether). Reactants: C(CCCCCC)C=1NC(=C(N1)C1=CC=CC=C1)C1=CC=CC=C1 (2-Heptyl-4,5-diphenylimidazole), BrCCCCCCCC(=O)OCC (ethyl 8-bromooctanoate). The product is C(C)OC(=O)CCCCCCCN1C(=NC(=C1C1=CC=CC=C1)C1=CC=CC=C1)CCCCCCC (1-(7-ethoxycarbonyl-heptyl)-2-heptyl-4,5-diphenylimidazole). Isolated yield 84.7%. RXN SMILES: [CH2:1]([C:8]1[NH:9][C:10]([C:19]2[CH:24]=[CH:23][CH:22]=[CH:21][CH:20]=2)=[C:11]([C:13]2[CH:18]=[CH:17][CH:16]=[CH:15][CH:14]=2)[N:12]=1)[CH2:2][CH2:3][CH2:4][CH2:5][CH2:6][CH3:7].Br[CH2:26][CH2:27][CH2:28][CH2:29][CH2:30][CH2:31][CH2:32][C:33]([O:35][CH2:36][CH3:37])=[O:34]>>[CH2:36]([O:35][C:33]([CH2:32][CH2:31][CH2:30][CH2:29][CH2:28][CH2:27][CH2:26][N:9]1[C:10]([C:19]2[CH:24]=[CH:23][CH:22]=[CH:21][CH:20]=2)=[C:11]([C:13]2[CH:14]=[CH:15][CH:16]=[CH:17][CH:18]=2)[N:12]=[C:8]1[CH2:1][CH2:2][CH2:3][CH2:4][CH2:5][CH2:6][CH3:7])=[O:34])[CH3:37]. Reported procedure: 2-Heptyl-4,5-diphenylimidazole (1 g) was reacted with ethyl 8-bromooctanoate (1.6 g) in a method similar to Example 9 with a reaction time of 48 hours. Chromatography on silica gel (hexane/ethyl acetate) gave 1-(7-ethoxycarbonyl-heptyl)-2-heptyl-4,5-diphenylimidazole (1.3 g, 87%) as an oil. Found: C, 78.98; H, 9.22; N, 5.76%; C32H44N2O2 requires: C, 78.64; H, 9.08; N, 5.73%;